From a dataset of the Open Reaction Database (ORD), a public repository of structured organic reaction records. describe an organic reaction: reactants, conditions, products, and yield The reactants are N#Cc1ccc(N)cc1, O=C1CCCCN1, O=C(OCc1ccccc1)N1CCC2(CC1)CO2. Product: N#Cc1ccc(NCC2(O)CCN(C(=O)OCc3ccccc3)CC2)cc1. Reaction SMILES: [NH2:26][c:27]1[cH:28][cH:29][c:30]([C:31]#[N:32])[cH:33][cH:34]1.[NH:19]1[CH2:20][CH2:21][CH2:22][CH2:23][C:24]1=[O:25].[O:1]1[CH2:2][C:3]12[CH2:4][CH2:5][N:6]([C:9](=[O:10])[O:11][CH2:12][c:13]1[cH:14][cH:15][cH:16][cH:17][cH:18]1)[CH2:7][CH2:8]2>>[OH:1][C:3]1([CH2:2][NH:26][c:27]2[cH:28][cH:29][c:30]([C:31]#[N:32])[cH:33][cH:34]2)[CH2:4][CH2:5][N:6]([C:9](=[O:10])[O:11][CH2:12][c:13]2[cH:14][cH:15][cH:16][cH:17][cH:18]2)[CH2:7][CH2:8]1.